Dataset: the Open Reaction Database (ORD), a public repository of structured organic reaction records. Task: describe an organic reaction: reactants, conditions, products, and yield The reactants are C(C)(C)(C)OC(=O)N[C@@H](CSCCN1C([C@@H](N=C(C2=C1C=CC=C2)C2=CC=CC=C2)NC(=O)C=2NC1=CC=CC=C1C2)=O)C(=O)OC(C2=CC=CC=C2)C2=CC=CC=C2 ((3R)-1-[2-((2R)-2-tert-butoxycarbonylamino-2-benzhydryloxycarbonylethylthio)ethyl]-1, 3-dihydro-3-(2-indolylcarbonylamino)-5-phenyl-2H-1,4-benzodiazepine-2-one), C(C)(C)(C)OC(=O)N[C@@H](CSCCN1C([C@H](N=C(C2=C1C=CC=C2)C2=CC=CC=C2)NC(=O)C=2NC1=CC=CC=C1C2)=O)C(=O)OC(C2=CC=CC=C2)C2=CC=CC=C2 ((3S)-1-[2-((2R)-2-tert-butoxycarbonylamino-2-benzhydryloxycarbonylethylthio)ethyl]-1, 3-dihydro-3-(2-indolylcarbonylamino)-5-phenyl-2H-1,4-benzodiazepine-2-one), C1(=CC=CC=C1)OC (anisole), FC(C(=O)O)(F)F (trifluoroacetic acid). The solvent is ClCCl (dichloromethane). Reaction conditions: time 3 hour. Yields the product N[C@@H](CSCCN1C([C@@H](N=C(C2=C1C=CC=C2)C2=CC=CC=C2)NC(=O)C=2NC1=CC=CC=C1C2)=O)C(=O)O ((3R)-1-[2-((2R)-2-amino-2-carboxyethylthio)ethyl]-1,3-dihydro-3-(2-indolylcarbonylamino)-5-phenyl-2H-1,4-benzodiazepine-2-one). Yield: 45.2%. Reaction SMILES: C(OC([NH:8][C@H:9]([C:44]([O:46]C(C1C=CC=CC=1)C1C=CC=CC=1)=[O:45])[CH2:10][S:11][CH2:12][CH2:13][N:14]1[C:20]2[CH:21]=[CH:22][CH:23]=[CH:24][C:19]=2[C:18]([C:25]2[CH:30]=[CH:29][CH:28]=[CH:27][CH:26]=2)=[N:17][C@@H:16]([NH:31][C:32]([C:34]2[NH:35][C:36]3[C:41]([CH:42]=2)=[CH:40][CH:39]=[CH:38][CH:37]=3)=[O:33])[C:15]1=[O:43])=O)(C)(C)C.C(OC(N[C@H](C(OC(C1C=CC=CC=1)C1C=CC=CC=1)=O)CSCCN1C2C=CC=CC=2C(C2C=CC=CC=2)=N[C@H](NC(C2NC3C(C=2)=CC=CC=3)=O)C1=O)=O)(C)(C)C.C1(OC)C=CC=CC=1.FC(F)(F)C(O)=O>ClCCl>[NH2:8][C@H:9]([C:44]([OH:46])=[O:45])[CH2:10][S:11][CH2:12][CH2:13][N:14]1[C:20]2[CH:21]=[CH:22][CH:23]=[CH:24][C:19]=2[C:18]([C:25]2[CH:26]=[CH:27][CH:28]=[CH:29][CH:30]=2)=[N:17][C@@H:16]([NH:31][C:32]([C:34]2[NH:35][C:36]3[C:41]([CH:42]=2)=[CH:40][CH:39]=[CH:38][CH:37]=3)=[O:33])[C:15]1=[O:43]. Procedure details: A mixture of a mixture (0.66 g) of (3R)-1-[2-((2R)-2-tert-butoxycarbonylamino-2-benzhydryloxycarbonylethylthio)ethyl]-1, 3-dihydro-3-(2-indolylcarbonylamino)-5-phenyl-2H-1,4-benzodiazepine-2-one and (3S)-1-[2-((2R)-2-tert-butoxycarbonylamino-2-benzhydryloxycarbonylethylthio)ethyl]-1, 3-dihydro-3-(2-indolylcarbonylamino)-5-phenyl-2H-1,4-benzodiazepine-2-one, anisole (0.6 ml), trifluoroacetic acid (1.5 ml) and dichloromethane (15 ml) was stirred for 3.0 hours at room temperature. After removal of ... The reactants are COC(C1=CC=C(C=C1)NC1=C(C=CC=C1)N)=O (4-(2-aminophenylamino)benzoic acid methyl ester), C(=O)O (formic acid). Run in C(OC)(OC)OC (trimethyl orthoformate). Product: N1(C=NC2=C1C=CC=C2)C2=CC=C(C(=O)OC)C=C2 (Methyl 4-(1H-Benzimidazol-1-yl)benzoate). Isolated yield 90.0%. Reaction SMILES: [CH3:1][O:2][C:3](=[O:18])[C:4]1[CH:9]=[CH:8][C:7]([NH:10][C:11]2[CH:16]=[CH:15][CH:14]=[CH:13][C:12]=2[NH2:17])=[CH:6][CH:5]=1.[CH:19](O)=O>C(OC)(OC)OC>[N:10]1([C:7]2[CH:6]=[CH:5][C:4]([C:3]([O:2][CH3:1])=[O:18])=[CH:9][CH:8]=2)[C:11]2[CH:16]=[CH:15][CH:14]=[CH:13][C:12]=2[N:17]=[CH:19]1. Reported procedure: A stirred solution of give 4-(2-aminophenylamino)benzoic acid methyl ester (13 g, 0.054 mol) in trimethyl orthoformate was treated with formic acid (13 mL), heated at reflux temperature for 1 h, cooled to room temperature and concentrated in vacuo. The residual oil was purified by column chromatography (silica, CHCl3/MeOH 1%) to give the title compound in 90% yield, 1H NMR (400 MHz, CDCl3): 8.26-8.28 (m, 3H), 8.17 (s, 1H), 7.90 (bs, 1H), 7.63 (d, J=8.8 Hz, 2H), 7.59 (m, 1H), 7.40 (m, 1H), 7.26 (... The reactants are BrC=1C=C(C(=O)NC[C@H](NC(C2=C(C=C(C=C2)C(=O)NCC2=CC(=CC=C2)O)Cl)=O)C(=O)O)C=CC1 (3-(3-bromobenzoyl)amino-N-[2-chloro-4-[[[(3-hydroxyphenyl)methyl]amino]carbonyl]benzoyl]-L-alanine), ClC1=C(C(=O)N[C@@H](CNC(C2=CC(=CC=C2)F)=O)C(=O)O)C=CC(=C1)C(=O)NCC1=CC(=CC=C1)O (N-[2-chloro-4-[[[(3-hydroxyphenyl)methyl]amino]carbonyl]benzoyl]-3-(3-fluorobenzoyl)amino-L-alanine), ClC1=C(C(=O)N[C@@H](CNC(C2=CC(=CC(=C2)Br)Br)=O)C(=O)O)C=CC(=C1)C(=O)NCC1=CC(=CC=C1)O (N-[2-chloro-4-[[[(3-hydroxyphenyl)methyl]amino]carbonyl]benzoyl]-3-(3,5-dibromobenzoyl)amino-L-alanine), ClC1=CC=C(C(=O)NC[C@H](NC(C2=C(C=C(C=C2)C(=O)NCC2=CC(=CC=C2)O)Cl)=O)C(=O)O)C=C1 (3-(4-chlorobenzoyl)amino-N-[2-chloro-4-[[[(3-hydroxyphenyl)methyl]amino]carbonyl]benzoyl]-L-alanine), ClC=1C=C(C(=O)NC[C@H](NC(C2=C(C=C(C=C2)C(=O)NCC2=CC(=CC=C2)O)Cl)=O)C(=O)O)C=C(C1)F (3-(3-chloro-5-fluorobenzoyl)amino-N-[2-chloro-4-[[[(3-hydroxyphenyl)methyl]amino]carbonyl]benzoyl]-L-alanine), ClC1=C(C(=O)N[C@@H](CNC(C2=C(C=C(C(=C2)F)F)F)=O)C(=O)O)C=CC(=C1)C(=O)NCC1=CC(=CC=C1)O (N-[2-chloro-4-[[[(3-hydroxyphenyl)methyl]amino]carbonyl]benzoyl]-3-(2,4,5-trifluorobenzoyl)amino-L-alanine), ClC1=C(C(=O)N[C@@H](CNC(C2=CC(=CC(=C2)Cl)Cl)=O)C(=O)O)C=CC(=C1)C(=O)NCC1=CC(=CC=C1)O (N-[2-chloro-4-[[[(3-hydroxyphenyl)methyl]amino]carbonyl]benzoyl]-3-(3,5-dichlorobenzoyl)amino-L-alanine), ClC1=C(C(=O)N[C@@H](CNC(C2=CC(=CC(=C2)F)F)=O)C(=O)O)C=CC(=C1)C(=O)NCC1=CC(=CC=C1)O (N-[2-chloro-4-[[[(3-hydroxyphenyl)methyl]amino]carbonyl]benzoyl]-3-(3,5-difluorobenzoyl)amino-L-alanine), ClC1=C(C(=O)NC[C@H](NC(C2=C(C=C(C=C2)C(=O)NCC2=CC(=CC=C2)O)Cl)=O)C(=O)O)C=CC=C1 (3-(2-chlorobenzoyl)amino-N-[2-chloro-4-[[[(3-hydroxyphenyl)methyl]amino]carbonyl]benzoyl]-L-alanine), ClC=1C=C(C(=O)NC[C@H](NC(C2=C(C=C(C=C2)C(=O)NCC2=CC(=CC=C2)O)Cl)=O)C(=O)O)C=CC1 (3-(3-chlorobenzoyl)amino-N-[2-chloro-4-[[[(3-hydroxyphenyl)methyl]amino]carbonyl]benzoyl]-L-alanine), ClC1=C(C(=O)N[C@@H](CNC(C2=CC(=CC=C2)I)=O)C(=O)O)C=CC(=C1)C(=O)NCC1=CC(=CC=C1)O (N-[2-chloro-4-[[[(3-hydroxyphenyl)methyl]amino]carbonyl]benzoyl]-3-(3-iodobenzoyl)amino-L-alanine). The product is BrC1=C(C(=O)NC[C@H](NC(C2=C(C=C(C=C2)C(=O)NCC2=CC(=CC=C2)O)Cl)=O)C(=O)O)C=CC=C1 (3-(2-bromobenzoyl)amino-N-[2-chloro-4-[[[(3-hydroxyphenyl)methyl]amino]carbonyl]benzoyl]-L-alanine). RXN SMILES: Br[C:2]1[CH:3]=[C:4]([CH:34]=[CH:35][CH:36]=1)[C:5]([NH:7][CH2:8][C@@H:9]([C:31]([OH:33])=[O:32])[NH:10][C:11](=[O:30])[C:12]1[CH:17]=[CH:16][C:15]([C:18]([NH:20][CH2:21][C:22]2[CH:27]=[CH:26][CH:25]=[C:24]([OH:28])[CH:23]=2)=[O:19])=[CH:14][C:13]=1[Cl:29])=[O:6].ClC1C=CC=CC=1C(NC[C@@H](C(O)=O)NC(=O)C1C=CC(C(NCC2C=CC=C(O)C=2)=O)=CC=1Cl)=O.ClC1C=C(C=CC=1)C(NC[C@@H](C(O)=O)NC(=O)C1C=CC(C(NCC2C=CC=C(O)C=2)=O)=CC=1Cl)=O.ClC1C=CC(C(NC[C@@H](C(O)=O)NC(=O)C2C=CC(C(NCC3C=CC=C(O)C=3)=O)=CC=2Cl)=O)=CC=1.ClC1C=C(C(NCC2C=CC=C(O)C=2)=O)C=CC=1C(N[C@H](C(O)=O)CNC(=O)C1C=CC=C(F)C=1)=O.ClC1C=C(C(NCC2C=CC=C(O)C=2)=O)C=CC=1C(N[C@H](C(O)=O)CNC(=O)C1C=CC=C(I)C=1)=O.ClC1C=C(C(NCC2C=CC=C(O)C=2)=O)C=CC=1C(N[C@H](C(O)=O)CNC(=O)C1C=C(F)C=C(F)C=1)=O.ClC1C=C(C=C(F)C=1)C(NC[C@@H](C(O)=O)NC(=O)C1C=CC(C(NCC2C=CC=C(O)C=2)=O)=CC=1Cl)=O.ClC1C=C(C(NCC2C=CC=C(O)C=2)=O)C=CC=1C(N[C@H](C(O)=O)CNC(=O)C1C=C(Cl)C=C(Cl)C=1)=O.ClC1C=C(C(NCC2C=CC=C(O)C=2)=O)C=CC=1C(N[C@H](C(O)=O)CNC(=O)C1C=C([Br:344])C=C(Br)C=1)=O.ClC1C=C(C(NCC2C=CC=C(O)C=2)=O)C=CC=1C(N[C@H](C(O)=O)CNC(=O)C1C=C(F)C(F)=CC=1F)=O>>[Br:344][C:34]1[CH:35]=[CH:36][CH:2]=[CH:3][C:4]=1[C:5]([NH:7][CH2:8][C@@H:9]([C:31]([OH:33])=[O:32])[NH:10][C:11](=[O:30])[C:12]1[CH:17]=[CH:16][C:15]([C:18]([NH:20][CH2:21][C:22]2[CH:27]=[CH:26][CH:25]=[C:24]([OH:28])[CH:23]=2)=[O:19])=[CH:14][C:13]=1[Cl:29])=[O:6]. Procedure: 3-(3-bromobenzoyl)amino-N-[2-chloro-4-[[[(3-hydroxyphenyl)methyl]amino]carbonyl]benzoyl]-L-alanine; 3-(2-chlorobenzoyl)amino-N-[2-chloro-4-[[[(3-hydroxyphenyl)methyl]amino]carbonyl]benzoyl]-L-alanine; 3-(3-chlorobenzoyl)amino-N-[2-chloro-4-[[[(3-hydroxyphenyl)methyl]amino]carbonyl]benzoyl]-L-alanine; 3-(4-chlorobenzoyl)amino-N-[2-chloro-4-[[[(3-hydroxyphenyl)methyl]amino]carbonyl]benzoyl]-L-alanine; N-[2-chloro-4-[[[(3-hydroxyphenyl)methyl]amino]carbonyl]benzoyl]-3-(3-fluorobenzoyl)amino-L-alani... Starting materials: C1(CCCC1)NC(NC)=S (N'-cyclopentyl-methyl-thio-urea), C1(CCCCC1)N=C=NC1CCCCC1 (dicyclohexylcarbodiimide). The solvent is O1CCOCC1 (dioxane). Product: C1(CCCCC1)NC(=S)NC1CCCCC1 (N,N'-dicyclohexyl-thiourea). As a reaction SMILES: C1(NC(=[S:10])NC)CCCC1.[CH:11]1([N:17]=[C:18]=[N:19][CH:20]2[CH2:25][CH2:24][CH2:23][CH2:22][CH2:21]2)[CH2:16][CH2:15][CH2:14][CH2:13][CH2:12]1>O1CCOCC1>[CH:20]1([NH:19][C:18]([NH:17][CH:11]2[CH2:12][CH2:13][CH2:14][CH2:15][CH2:16]2)=[S:10])[CH2:25][CH2:24][CH2:23][CH2:22][CH2:21]1. Procedure details: 2.44 g of N-[4 -(β-<2-methoxy-5-methyl-benzamido>-ethyl)-benzenesulfonyl]-N'-cyclopentyl-methyl-thio-urea (I) were dissolved together with 1.03 g of dicyclohexylcarbodiimide in 20 ml of hot dioxane. The whole was allowed to cool and to stand for several days. Thereupon, the N,N'-dicyclohexyl-thiourea that had formed (melting point 176° - 178° C) was filtered off with suction. The filtrate which contained the N-[4-(β-<2-methoxy-5-methyl-benzamido>ethyl)-benzenesulfonyl]-N'-cyclopentyl-methyl-carb... Reactants: COC(CC1=CN=C(S1)NC(C1=CC=CC=C1)(C1=CC=CC=C1)C1=CC=CC=C1)=O (Methyl(2-tritylamino-1,3-thiazole-5-yl)acetate), [Na] (sodium). The solvent is C1CCOC1 (THF), C(C)O (ethanol). Yields the product C(C1=CC=CC=C1)(C1=CC=CC=C1)(C1=CC=CC=C1)NC=1SC(=CN1)CC(=O)O ((2-tritylamino-1,3-thiazol-5-yl)acetic acid). Isolated yield 102.0%. Reaction SMILES: C[O:2][C:3](=[O:30])[CH2:4][C:5]1[S:9][C:8]([NH:10][C:11]([C:24]2[CH:29]=[CH:28][CH:27]=[CH:26][CH:25]=2)([C:18]2[CH:23]=[CH:22][CH:21]=[CH:20][CH:19]=2)[C:12]2[CH:17]=[CH:16][CH:15]=[CH:14][CH:13]=2)=[N:7][CH:6]=1.[Na]>C1COCC1.C(O)C>[C:11]([NH:10][C:8]1[S:9][C:5]([CH2:4][C:3]([OH:30])=[O:2])=[CH:6][N:7]=1)([C:24]1[CH:29]=[CH:28][CH:27]=[CH:26][CH:25]=1)([C:18]1[CH:19]=[CH:20][CH:21]=[CH:22][CH:23]=1)[C:12]1[CH:17]=[CH:16][CH:15]=[CH:14][CH:13]=1 |^1:30|. Procedure: Methyl(2-tritylamino-1,3-thiazole-5-yl)acetate (2 g, 4.8 mmol) in THF (10 ml) and ethanol (10 ml) was reacted with sodium hydroxyde (1N, 7.2 ml, 7.2 mmol) at room temperature for 1.5 hour. The solvent was evaporated, HCl (6N) was added, the solid recovered by filtration to give title compound (1.96 g).